From a dataset of the Open Reaction Database (ORD), a public repository of structured organic reaction records. describe an organic reaction: reactants, conditions, products, and yield Reactants: IC=1C=C2C=CC=3N(C2=CC1)C(=NN3)C3=NC=CC=C3 (7-Iodo-1-pyridin-2-yl-[1,2,4]triazolo[4,3-a]quinoline), C(C)C(COC(CCS)=O)CCCC (3-mercaptopropionic acid 2-ethylhexyl ester), CCN(C(C)C)C(C)C (iPr2NEt), C1(=CC=CC=C1)P(C1=CC=CC=2C(C3=CC=CC(=C3OC12)P(C1=CC=CC=C1)C1=CC=CC=C1)(C)C)C1=CC=CC=C1 (4,5-bis(diphenylphosphino)-9,9-dimethylxanthene). Reagents/catalysts: C=1C=CC(=CC1)/C=C/C(=O)/C=C/C2=CC=CC=C2.C=1C=CC(=CC1)/C=C/C(=O)/C=C/C2=CC=CC=C2.C=1C=CC(=CC1)/C=C/C(=O)/C=C/C2=CC=CC=C2.[Pd].[Pd] (Pd2dba3). Run in O1CCOCC1 (1,4-dioxane). Run at temperature 90 celsius. Yields the product C(C)C(COC(CCSC=1C=C2C=CC=3N(C2=CC1)C(=NN3)C3=NC=CC=C3)=O)CCCC (3-(1-Pyridin-2-yl-[1,2,4]triazolo[4,3-a]quinolin-7-ylsulfanyl)-propionic acid 2-ethyl-hexyl ester). RXN SMILES: I[C:2]1[CH:3]=[C:4]2[C:9](=[CH:10][CH:11]=1)[N:8]1[C:12]([C:15]3[CH:20]=[CH:19][CH:18]=[CH:17][N:16]=3)=[N:13][N:14]=[C:7]1[CH:6]=[CH:5]2.[CH2:21]([CH:23]([CH2:31][CH2:32][CH2:33][CH3:34])[CH2:24][O:25][C:26](=[O:30])[CH2:27][CH2:28][SH:29])[CH3:22].CCN(C(C)C)C(C)C.C1(P(C2C=CC=CC=2)C2C3OC4C(=CC=CC=4P(C4C=CC=CC=4)C4C=CC=CC=4)C(C)(C)C=3C=CC=2)C=CC=CC=1>O1CCOCC1.C1C=CC(/C=C/C(/C=C/C2C=CC=CC=2)=O)=CC=1.C1C=CC(/C=C/C(/C=C/C2C=CC=CC=2)=O)=CC=1.C1C=CC(/C=C/C(/C=C/C2C=CC=CC=2)=O)=CC=1.[Pd].[Pd]>[CH2:21]([CH:23]([CH2:31][CH2:32][CH2:33][CH3:34])[CH2:24][O:25][C:26](=[O:30])[CH2:27][CH2:28][S:29][C:2]1[CH:3]=[C:4]2[C:9](=[CH:10][CH:11]=1)[N:8]1[C:12]([C:15]3[CH:20]=[CH:19][CH:18]=[CH:17][N:16]=3)=[N:13][N:14]=[C:7]1[CH:6]=[CH:5]2)[CH3:22] |f:5.6.7.8.9|. Procedure: 5k (890 mg, 2.4 mmol) and 3-mercaptopropionic acid 2-ethylhexyl ester (630 mg, 2.9 mmol) were dissolved in 1,4-dioxane (20 mL) and degassed with N2 for 10 minutes. iPr2NEt (0.86 mL, 4.8 mmol), Pd2dba3 (54 mg, 0.06 mmol), and 4,5-bis(diphenylphosphino)-9,9-dimethylxanthene (69 mg, 0.12 mmol) were added, and the mixture was degassed with N2 for an additional 10 minutes. The reaction was heated to 90° C. until no starting material was seen by tlc analysis, and then the mixture was concentrated and ... The reactants are CCN=C=NCCCN(C)C, Cc1cn(-c2cccc(N)c2)cn1, CN(C)c1ccncc1, ClCCl, Cl, O=C(O)c1cccc2c1[nH]c1ccccc12. Reaction SMILES: [CH2:31]([N:32]=[C:33]=[N:34][CH2:35][CH2:36][CH2:37][N:38]([CH3:39])[CH3:40])[CH3:41].[CH3:17][c:18]1[n:19][cH:20][n:21](-[c:23]2[cH:24][c:25]([NH2:26])[cH:27][cH:28][cH:29]2)[cH:22]1.[CH3:45][N:46]([CH3:47])[c:48]1[cH:49][cH:50][n:51][cH:52][cH:53]1.[Cl:42][CH2:43][Cl:44].[ClH:30].[c:1]1([C:14](=[O:15])[OH:16])[cH:2][cH:3][cH:4][c:5]2[c:6]3[cH:7][cH:8][cH:9][cH:10][c:11]3[nH:12][c:13]12>>[c:1]1([C:14](=[O:16])[NH:26][c:25]2[cH:24][c:23](-[n:21]3[cH:20][n:19][c:18]([CH3:17])[cH:22]3)[cH:29][cH:28][cH:27]2)[cH:2][cH:3][cH:4][c:5]2[c:6]3[cH:7][cH:8][cH:9][cH:10][c:11]3[nH:12][c:13]12. Yields the product Cc1cn(-c2cccc(NC(=O)c3cccc4c3[nH]c3ccccc34)c2)cn1. Reactants: OCCN1C(CCC1)=O (1-(2-hydroxyethyl)-2-pyrrolidone), S(N)(=O)(=O)Cl (sulfamoyl chloride). Run in C(Cl)Cl (methylene chloride). Run at time 2 hour. The product is NS(=O)(=O)OCCN1C(CCC1)=O (1-[2-[(Aminosulfonyl)oxy]ethyl]-2-pyrrolidinone). The yield is 66.3%. Reaction SMILES: [OH:1][CH2:2][CH2:3][N:4]1[CH2:8][CH2:7][CH2:6][C:5]1=[O:9].[S:10](Cl)(=[O:13])(=[O:12])[NH2:11]>C(Cl)Cl>[NH2:11][S:10]([O:1][CH2:2][CH2:3][N:4]1[CH2:8][CH2:7][CH2:6][C:5]1=[O:9])(=[O:13])=[O:12]. Reported procedure: A solution of 6.5 g (0.05 mole) of 1-(2-hydroxyethyl)-2-pyrrolidone (Fluka) in 100 ml of methylene chloride was treated with 5.8 g (0.05 mole) of sulfamoyl chloride. The solution was stirred for 2 hr, then concentrated under vacuum. The residue was crystallized twice from 2-propanol to give 6.9 g (66%) of the title compound as white crystals, mp 110°-112° C. The compound was noted to be slightly hygroscopic.